Dataset: the Open Reaction Database (ORD), a public repository of structured organic reaction records. Task: describe an organic reaction: reactants, conditions, products, and yield Starting materials: ClC1=CC(=C(CN2N=CC3=CC(=CC=C23)\C=C/2\C(NC(S2)=O)=O)C=C1)C(F)(F)F ((5Z)-5-({1-[4-chloro-2-(trifluoromethyl)benzyl]-1H-indazol-5-yl}methylidene)-2,4-dioxo-1,3-thiazolidine), BrCC1=C(C(=O)OC)C=CC=C1 (methyl 2-bromomethylbenzoate). The product is COC(C1=C(C=CC=C1)CN1C(S\C(\C1=O)=C/C=1C=C2C=NN(C2=CC1)CC1=C(C=C(C=C1)Cl)C(F)(F)F)=O)=O (2-{[(5Z)-5-({1-[4-Chloro-2-(trifluoromethyl)benzyl]-1H-indazol-5-yl}methylidene)-2,4-dioxo-1,3-thiazolidin-3-yl]methyl}benzoic acid methyl ester). Reaction SMILES: [Cl:1][C:2]1[CH:25]=[CH:24][C:5]([CH2:6][N:7]2[C:15]3[C:10](=[CH:11][C:12](/[CH:16]=[C:17]4/[C:18](=[O:23])[NH:19][C:20](=[O:22])[S:21]/4)=[CH:13][CH:14]=3)[CH:9]=[N:8]2)=[C:4]([C:26]([F:29])([F:28])[F:27])[CH:3]=1.Br[CH2:31][C:32]1[CH:41]=[CH:40][CH:39]=[CH:38][C:33]=1[C:34]([O:36][CH3:37])=[O:35]>>[CH3:37][O:36][C:34](=[O:35])[C:33]1[CH:38]=[CH:39][CH:40]=[CH:41][C:32]=1[CH2:31][N:19]1[C:18](=[O:23])/[C:17](=[CH:16]/[C:12]2[CH:11]=[C:10]3[C:15](=[CH:14][CH:13]=2)[N:7]([CH2:6][C:5]2[CH:24]=[CH:25][C:2]([Cl:1])=[CH:3][C:4]=2[C:26]([F:27])([F:29])[F:28])[N:8]=[CH:9]3)/[S:21][C:20]1=[O:22]. Procedure details: 2-{[(5Z)-5-({1-[4-Chloro-2-(trifluoromethyl)benzyl]-1H-indazol-5-yl}methylidene)-2,4-dioxo-1,3-thiazolidin-3-yl]methyl}benzoic acid methyl ester was prepared from [(5Z)-5-({1-[4-chloro-2-(trifluoromethyl)benzyl]-1H-indazol-5-yl}methylidene)-2,4-dioxo-1,3-thiazolidine (from Example 1) and methyl 2-bromomethylbenzoate following General Procedure S.